This data is from the Open Reaction Database (ORD), a public repository of structured organic reaction records. The task is: describe an organic reaction: reactants, conditions, products, and yield Reactants: COC(C(NC(=S)NC=1SC2=C(N1)C=CC(=C2)F)CC2=CC=CC=C2)=O (N-[[(6-fluoro-2-benzothiazolyl)amino]thioxomethyl]-DL-phenylalanine methyl ester), O.C1(=CC=C(C=C1)S(=O)(=O)O)C (p-toluene sulfonic acid hydrate). Run in C1(=CC=CC=C1)C (toluene). The product is FC1=CC2=C(N=C(S2)N2C(NC(C2=O)CC2=CC=CC=C2)=S)C=C1 (3-(6-fluoro-2-benzothiazolyl)-5-(phenylmethyl)-2-thioxo-4-imidazolidinon). Isolated yield 30.4%. RXN SMILES: CO[C:3](=[O:26])[CH:4]([CH2:19][C:20]1[CH:25]=[CH:24][CH:23]=[CH:22][CH:21]=1)[NH:5][C:6]([NH:8][C:9]1[S:10][C:11]2[CH:17]=[C:16]([F:18])[CH:15]=[CH:14][C:12]=2[N:13]=1)=[S:7].O.C1(C)C=CC(S(O)(=O)=O)=CC=1>C1(C)C=CC=CC=1>[F:18][C:16]1[CH:15]=[CH:14][C:12]2[N:13]=[C:9]([N:8]3[C:3](=[O:26])[CH:4]([CH2:19][C:20]4[CH:25]=[CH:24][CH:23]=[CH:22][CH:21]=4)[NH:5][C:6]3=[S:7])[S:10][C:11]=2[CH:17]=1 |f:1.2|. Procedure details: A solution of N-[[(6-fluoro-2-benzothiazolyl)amino]thioxomethyl]-DL-phenylalanine methyl ester (0.90 g, 2.31 mmol) and p-toluene sulfonic acid hydrate (0.20 g 1.05 mmol) in toluene (80 mL) was refluxed with a Dean-Stark trap for 48 h. The reaction was cooled to room temperature, solvent removed under reduced pressure, residue taken up in ethyl acetate, washed with saturated sodium bicarbonate and saturated sodium chloride, dried over magnesium sulfate, and concentrated under reduced pressure. Th...